describe an organic reaction: reactants, conditions, products, and yield From a dataset of the Open Reaction Database (ORD), a public repository of structured organic reaction records. Starting materials: C(C)(C)(C)OC(=O)N1[C@@H](CC(C1)=NOCC1=CC(=C(C=C1)Cl)Cl)C(=O)O ((2S,4EZ)-1-(tert-butoxycarbonyl)-4-{[(3,4-dichlorobenzyl)oxy]imino}-2-pyrrolidinecarboxylic acid), C(#N)C1=CC=C(C(=O)Cl)C=C1 (4-cyanobenzoyl chloride), C1(=CC=CC2=CC=CC=C12)CN (1-naphthylmethylamine). Product: C(#N)C1=CC=C(C(=O)N2[C@@H](CC(C2)=NOCC2=CC(=C(C=C2)Cl)Cl)C(=O)NCC2=CC=CC3=CC=CC=C23)C=C1 ((2S,4EZ)-1-(4-cyanobenzoyl)-4-{[(3,4dichlorobenzyl)oxy]imino}-N-(1-naphthylmethyl)-2-pyrrolidinecarboxamide). RXN SMILES: C(O[C:6]([N:8]1[CH2:12][C:11](=[N:13][O:14][CH2:15][C:16]2[CH:21]=[CH:20][C:19]([Cl:22])=[C:18]([Cl:23])[CH:17]=2)[CH2:10][C@H:9]1[C:24]([OH:26])=O)=[O:7])(C)(C)C.[C:27]([C:29]1[CH:37]=[CH:36][C:32](C(Cl)=O)=[CH:31][CH:30]=1)#[N:28].[C:38]1([CH2:48][NH2:49])[C:47]2[C:42](=[CH:43][CH:44]=[CH:45][CH:46]=2)[CH:41]=[CH:40][CH:39]=1>>[C:27]([C:29]1[CH:37]=[CH:36][C:32]([C:6]([N:8]2[CH2:12][C:11](=[N:13][O:14][CH2:15][C:16]3[CH:21]=[CH:20][C:19]([Cl:22])=[C:18]([Cl:23])[CH:17]=3)[CH2:10][C@H:9]2[C:24]([NH:49][CH2:48][C:38]2[C:47]3[C:42](=[CH:43][CH:44]=[CH:45][CH:46]=3)[CH:41]=[CH:40][CH:39]=2)=[O:26])=[O:7])=[CH:31][CH:30]=1)#[N:28]. Procedure details: Following the general method as outlined in Example 22, starting from (2S,4EZ)-1-(tert-butoxycarbonyl)-4-{[(3,4-dichlorobenzyl)oxy]imino}-2-pyrrolidinecarboxylic acid, 4-cyanobenzoyl chloride, and 1-naphthylmethylamine the title compound was obtained in 39% purity by LC/MS. MS(ESI+): m/z=571.6. Starting materials: solution, Cl (hydrogen chloride), COC=1C=C(C=CC1)CCC1=C(OCC[C@@H]2N(CCC2)C)C=CC=C1 ((R)-2-(2-{2-[2-(3-methoxyphenyl)ethyl]phenoxy}ethyl)-1-methylpyrrolidine). Solvent: O1CCOCC1 (dioxane), O1CCOCC1 (dioxane). Product: Cl.COC=1C=C(C=CC1)CCC1=C(OCC[C@@H]2N(CCC2)C)C=CC=C1 ((R)-2-(2-{2-[2-(3-Methoxyphenyl)ethyl]phenoxy}ethyl)-1-methylpyrrolidine hydrochloride). Yield: 67.0%. As a reaction SMILES: [CH3:1][O:2][C:3]1[CH:4]=[C:5]([CH2:9][CH2:10][C:11]2[CH:25]=[CH:24][CH:23]=[CH:22][C:12]=2[O:13][CH2:14][CH2:15][C@H:16]2[CH2:20][CH2:19][CH2:18][N:17]2[CH3:21])[CH:6]=[CH:7][CH:8]=1.[ClH:26]>O1CCOCC1>[ClH:26].[CH3:1][O:2][C:3]1[CH:4]=[C:5]([CH2:9][CH2:10][C:11]2[CH:25]=[CH:24][CH:23]=[CH:22][C:12]=2[O:13][CH2:14][CH2:15][C@H:16]2[CH2:20][CH2:19][CH2:18][N:17]2[CH3:21])[CH:6]=[CH:7][CH:8]=1 |f:3.4|. Procedure details: 0.392 g of (R)-2-(2-{2-[2-(3-methoxyphenyl)ethyl]phenoxy}ethyl)-1-methylpyrrolidine was dissolved in 7 ml of dioxane, and 0.87 ml of a 4N solution of hydrogen chloride in dioxane was added to the solution, which was then concentrated by distillation under reduced pressure. The resulting oil was dissolved in 10 ml of ethyl acetate, and the solution was allowed to stand at room temperature. The crystals which precipitated were collected by filtration and dried in vacuo, to give 0.272 g (yield 67%)... The reactants are BrCC1=CC(=NC=C1)C(=O)NC(C)(C)C (4-(Bromomethyl)-N-tert-butylpicolinamide), C(C)#N (acetonitrile), C1(CCC1)CNC(=O)NC1=C(C=C(C=C1)C(=O)N1CCNCC1)F (1-(cyclobutyl-methyl)-3-(2-fluoro-4-(piperazine-1-carbonyl)phenyl)urea), C([O-])([O-])=O.[K+].[K+] (potassium carbonate). Product: C(C)(C)(C)NC(C1=NC=CC(=C1)CN1CCN(CC1)C(C1=CC(=C(C=C1)NC(=O)NC1CCC1)F)=O)=O (N-tert-butyl-4-((4-(4-(3-cyclobutylureido)-3-fluorobenzoyl)piperazin-1-yl)methyl)picolinamide). Reaction SMILES: Br[CH2:2][C:3]1[CH:8]=[CH:7][N:6]=[C:5]([C:9]([NH:11][C:12]([CH3:15])([CH3:14])[CH3:13])=[O:10])[CH:4]=1.[CH:16]1([CH2:20][NH:21][C:22]([NH:24][C:25]2[CH:30]=[CH:29][C:28]([C:31]([N:33]3[CH2:38][CH2:37]NCC3)=[O:32])=[CH:27][C:26]=2[F:39])=[O:23])[CH2:19][CH2:18]C1.C(=O)([O-])[O-].[K+].[K+].[C:46](#[N:48])[CH3:47]>>[C:12]([NH:11][C:9](=[O:10])[C:5]1[CH:4]=[C:3]([CH2:2][N:48]2[CH2:37][CH2:38][N:33]([C:31](=[O:32])[C:28]3[CH:29]=[CH:30][C:25]([NH:24][C:22]([NH:21][CH:20]4[CH2:18][CH2:19][CH2:16]4)=[O:23])=[C:26]([F:39])[CH:27]=3)[CH2:47][CH2:46]2)[CH:8]=[CH:7][N:6]=1)([CH3:15])([CH3:14])[CH3:13] |f:2.3.4|. Procedure details: 4-(Bromomethyl)-N-tert-butylpicolinamide (70 mg, 0258 mmol), 1-(cyclobutyl-methyl)-3-(2-fluoro-4-(piperazine-1-carbonyl)phenyl)urea (83 mg, 0.258 mmol) and potassium carbonate (106 mg, 0.744 mmol) were combined and heated to reflux in acetonitrile for 1 hour. The reaction mixture was concentrated at reduced pressure and the resulting residue purified by reverse phase acidic preparative HPLC to afford the title compound (41 mg). MS (ESI) m/z 511.6 [M+H]+ Reactants: [Li]C(C)CC (sec-BuLi), C(F)(F)=C(F)Cl (CF2═CFCl), [Si](OCC)(OCC)(OCC)OCC (Si(OEt)4). The solvent is CCOCC (Et2O). Run at temperature -80 celsius, time 15 minute. The product is C(F)(F)=C(F)[Si](OCC)(OCC)OCC (CF2═CFSi(OEt)3). Reaction SMILES: [C:1](=[C:4](Cl)[F:5])([F:3])[F:2].[Li]C(CC)C.[Si:12](OCC)([O:19][CH2:20][CH3:21])([O:16][CH2:17][CH3:18])[O:13][CH2:14][CH3:15]>CCOCC>[C:1](=[C:4]([Si:12]([O:19][CH2:20][CH3:21])([O:16][CH2:17][CH3:18])[O:13][CH2:14][CH3:15])[F:5])([F:3])[F:2]. Reported procedure: 200 ml of freshly distilled dry Et2O is added to a 500 ml vessel (under an argon atmosphere). The vessel is cooled down to −80° C. and 15 g (0.129 mol) of CF2═CFCl gas is bubbled to Et2O. 100 ml (0.13 mol) of sec-BuLi is added dropwise during three hours. The temperature of the solution is kept below −60° C. all the time. The solution is stirred for 15 minutes and 29 ml (27.08 g, 0.130 mol) of Si(OEt)4 is added in small portions. The solution is stirred for over night allowing it to warm up to r... Starting materials: C1COCCN1 (effective_coupling_partner), CCN(CC)C(=O)Oc1ccccc1 (substrate). Reagents/catalysts: IPr. Run at temperature 80 celsius, time 3 hour. The product is c2ccc(N1CCOCC1)cc2. The reactants are ClC=1C=2N(N=CC1C#N)C=C(C2)C(=O)OCC (ethyl 4-chloro-3-cyanopyrrolo[1,2-b]pyridazine-6-carboxylate), OS(=O)(=O)O (H2SO4). Run at time 8 hour. The product is C(N)(=O)C1=C(C=2N(N=C1)C=C(C2)C(=O)OCC)Cl (Ethyl 3-carbamoyl-4-chloropyrrolo[1,2-b]pyridazine-6-carboxylate). Isolated yield 70.0%. RXN SMILES: [Cl:1][C:2]1[C:3]2[N:4]([CH:10]=[C:11]([C:13]([O:15][CH2:16][CH3:17])=[O:14])[CH:12]=2)[N:5]=[CH:6][C:7]=1[C:8]#[N:9].[OH:18]S(O)(=O)=O>>[C:8]([C:7]1[CH:6]=[N:5][N:4]2[CH:10]=[C:11]([C:13]([O:15][CH2:16][CH3:17])=[O:14])[CH:12]=[C:3]2[C:2]=1[Cl:1])(=[O:18])[NH2:9]. Procedure: To a round bottom flask was added concentrated H2SO4 (100 mL) followed by ethyl 4-chloro-3-cyanopyrrolo[1,2-b]pyridazine-6-carboxylate (10 g, 40 mmol). The reaction was stirred at room temperature under nitrogen overnight. The reaction mixture was poured onto ice cold saturated sodium carbonate solution. The aqueous solution was extracted with EtOAc (4×) and the combined organic layer was concentrated to yield 7 g (70%) of the title compound as a yellow solid. HPLC (condition S): retention time=... The reactants are O=C(Cl)OCc1ccccc1, NCC1CCC(C(=O)O)CC1, [Na+], [OH-]. Product: O=C(NCC1CCC(C(=O)O)CC1)OCc1ccccc1. As a reaction SMILES: [Cl:14][C:15](=[O:16])[O:17][CH2:18][c:19]1[cH:20][cH:21][cH:22][cH:23][cH:24]1.[NH2:1][CH2:2][CH:3]1[CH2:4][CH2:5][CH:6]([C:9]([OH:10])=[O:11])[CH2:7][CH2:8]1.[Na+:13].[OH-:12]>>[NH:1]([CH2:2][CH:3]1[CH2:4][CH2:5][CH:6]([C:9]([OH:10])=[O:11])[CH2:7][CH2:8]1)[C:15](=[O:16])[O:17][CH2:18][c:19]1[cH:20][cH:21][cH:22][cH:23][cH:24]1. Reaction conditions: time 15 minute. RXN SMILES: S(O)(O)(=O)=O.CS[C:8](=[NH:10])[NH2:9].Cl[C:12]([O:14][CH3:15])=[O:13].[OH-].[Na+].[Cl:18][C:19]1([Cl:32])[CH2:21][CH:20]1[CH2:22][S:23][C:24]1[CH:29]=[CH:28][C:27]([NH2:30])=[C:26](N)[CH:25]=1>O.CO.C(O)(=O)C>[Cl:32][C:19]1([Cl:18])[CH2:21][CH:20]1[CH2:22][S:23][C:24]1[CH:29]=[CH:28][C:27]2[NH:30][C:8]([NH:9][C:12](=[O:13])[O:14][CH3:15])=[N:10][C:26]=2[CH:25]=1 |f:0.1,3.4|. Procedure: To a mixture of 9 g of 2-methyl-2-thiopseudourea sulfate in 6 ml of H2O there is added 5.7 ml of methyl chloroformate at 0° C and the mixture is stirred for 15 minutes. Then there is added 12 ml of 25% NaOH dropwise and the mixture is stirred for 15 minutes. Then there is added 6 ml of acetic acid dropwise and the mixture is stirred for 15 minutes. Then the total amount of 4-[(2,2-dichlorocyclopropyl)methyl]thio-o-phenylenediamine from above in 50 ml of methanol is added and the mixture is reflu... Starting materials: ClC1(C(C1)CSC1=CC(=C(C=C1)N)N)Cl (4-[(2,2-dichlorocyclopropyl)methyl]thio-o-phenylenediamine), S(=O)(=O)(O)O.CSC(N)=N (2-methyl-2-thiopseudourea sulfate), [OH-].[Na+] (NaOH), ClC(=O)OC (methyl chloroformate). The product is ClC1(C(C1)CSC1=CC2=C(NC(=N2)NC(OC)=O)C=C1)Cl ([5-[(2,2-Dichlorocyclopropylmethyl)thio]-1H-benzimidazol-2-yl]carbamic acid, methyl ester). Run in CO (methanol), C(C)(=O)O (acetic acid), O (H2O).